describe an organic reaction: reactants, conditions, products, and yield From a dataset of the Open Reaction Database (ORD), a public repository of structured organic reaction records. Starting materials: C1CCOC1, CCN=C=NCCCN(C)C, CN(C)c1ccncc1, O=C(O)c1c(C=Cc2cccc(OC(F)F)c2OC2CCCC2)nc2sccn12, Cl, Nc1nc(C(F)(F)F)cs1, CN(C)C=O. The product is O=C(Nc1nc(C(F)(F)F)cs1)c1c(C=Cc2cccc(OC(F)F)c2OC2CCCC2)nc2sccn12. Reaction SMILES: [CH2:61]1[O:62][CH2:63][CH2:64][CH2:65]1.[CH3:40][CH2:41][N:42]=[C:43]=[N:44][CH2:45][CH2:46][CH2:47][N:48]([CH3:49])[CH3:50].[CH3:52][N:53]([c:54]1[cH:55][cH:56][n:57][cH:58][cH:59]1)[CH3:60].[CH:1]1([O:6][c:7]2[c:8]([CH:17]=[CH:18][c:19]3[n:20][c:21]4[s:22][cH:23][cH:24][n:25]4[c:26]3[C:27](=[O:28])[OH:29])[cH:9][cH:10][cH:11][c:12]2[O:13][CH:14]([F:15])[F:16])[CH2:2][CH2:3][CH2:4][CH2:5]1.[ClH:51].[F:30][C:31]([c:32]1[n:33][c:34]([NH2:37])[s:35][cH:36]1)([F:38])[F:39].[O:66]=[CH:67][N:68]([CH3:69])[CH3:70]>>[CH:1]1([O:6][c:7]2[c:8]([CH:17]=[CH:18][c:19]3[n:20][c:21]4[s:22][cH:23][cH:24][n:25]4[c:26]3[C:27](=[O:29])[NH:37][c:34]3[n:33][c:32]([C:31]([F:30])([F:38])[F:39])[cH:36][s:35]3)[cH:9][cH:10][cH:11][c:12]2[O:13][CH:14]([F:15])[F:16])[CH2:2][CH2:3][CH2:4][CH2:5]1.